Dataset: the Open Reaction Database (ORD), a public repository of structured organic reaction records. Task: describe an organic reaction: reactants, conditions, products, and yield Solvent: C(C)O (ethanol). Reaction conditions: temperature 160 celsius, time 12 hour. Reaction SMILES: [NH2:1][C:2]1[C:10]([C:11]([CH3:14])([CH3:13])[CH3:12])=[CH:9][CH:8]=[CH:7][C:3]=1[C:4](O)=[O:5].C(O)(=O)C.[CH:19](N)=[NH:20].C(N)=O.[OH-].[Na+]>C(O)C>[C:11]([C:10]1[CH:9]=[CH:8][CH:7]=[C:3]2[C:2]=1[N:1]=[CH:19][NH:20][C:4]2=[O:5])([CH3:14])([CH3:13])[CH3:12] |f:1.2,4.5|. Yields the product C(C)(C)(C)C=1C=CC=C2C(NC=NC12)=O (8-tert-Butyl-4(3H)quinazolinone). Reactants: NC1=C(C(=O)O)C=CC=C1C(C)(C)C (2-amino-3-tert-butylbenzoic acid), C(C)(=O)O.C(=N)N (formamidine acetate), C(=O)N (formamide), [OH-].[Na+] (sodium hydroxide). Procedure: Procedure analogous to M. Berg et al., Chem. Med. Chem. 2009, 4, 2, 249: a mixture of 19.3 g (100 mmol) of 2-amino-3-tert-butylbenzoic acid [917874-35-2], 31.4 g (300 mmol) of formamidine acetate [3473-63-0] and 4.4 ml (110 mmol) of formamide is stirred at 160° C. for 12 h. After cooling to 60° C., a mixture of 200 ml of ethanol and 200 ml of 2 N sodium hydroxide solution is added dropwise, the mixture is filtered through a P4 frit covered with sea sand in order to remove polymeric material and ... The reactants are FC(C(=O)O)(F)F (trifluoroacetic acid), CN1C(CC2=CC=CC=C12)COC1=CC=C(CC2C(N(C(S2)=O)C(C2=CC=CC=C2)(C2=CC=CC=C2)C2=CC=CC=C2)=O)C=C1 (5-[4-(1-methylindolin-2-yl-methoxy)benzyl]-3-triphenylmethylthiazolidine-2,4-dione). Solvent: C(Cl)Cl (methylene chloride). Conditions: time 1 hour. Yields the product CN1C(CC2=CC=CC=C12)COC1=CC=C(CC2C(NC(S2)=O)=O)C=C1 (5-[4-(1-Methylindolin-2-ylmethoxv)benzyl]thiazolidine-2,4-dione). Isolated yield 79.6%. Reaction SMILES: FC(F)(F)C(O)=O.[CH3:8][N:9]1[C:17]2[C:12](=[CH:13][CH:14]=[CH:15][CH:16]=2)[CH2:11][CH:10]1[CH2:18][O:19][C:20]1[CH:52]=[CH:51][C:23]([CH2:24][CH:25]2[S:29][C:28](=[O:30])[N:27](C(C3C=CC=CC=3)(C3C=CC=CC=3)C3C=CC=CC=3)[C:26]2=[O:50])=[CH:22][CH:21]=1>C(Cl)Cl>[CH3:8][N:9]1[C:17]2[C:12](=[CH:13][CH:14]=[CH:15][CH:16]=2)[CH2:11][CH:10]1[CH2:18][O:19][C:20]1[CH:52]=[CH:51][C:23]([CH2:24][CH:25]2[S:29][C:28](=[O:30])[NH:27][C:26]2=[O:50])=[CH:22][CH:21]=1. Procedure details: 3.1 ml of trifluoroacetic acid were added to a solution of 2.50 g of 5-[4-(1-methylindolin-2-yl-methoxy)benzyl]-3-triphenylmethylthiazolidine-2,4-dione (prepared as described in Preparation 7) in 25 ml of methylene chloride, and the resulting mixture was stirred at room temperature for 1 hour. At the end of this time, the reaction mixture was worked up following the procedure described in Example 1, to give 1.20 g of the title compound, melting at 46.1°-48.9° C.